Task: describe an organic reaction: reactants, conditions, products, and yield. Dataset: the Open Reaction Database (ORD), a public repository of structured organic reaction records Starting materials: CN(C)c1ccc(C=NCCc2cccs2)cc1, O=C(O)C(F)(F)F. The product is CN(C)c1ccc(C2NCCc3sccc32)cc1. RXN SMILES: [CH3:1][N:2]([c:3]1[cH:4][cH:5][c:6]([CH:9]=[N:10][CH2:11][CH2:12][c:13]2[s:14][cH:15][cH:16][cH:17]2)[cH:7][cH:8]1)[CH3:18].[F:19][C:20]([F:21])([F:22])[C:23]([OH:24])=[O:25]>>[CH3:1][N:2]([c:3]1[cH:4][cH:5][c:6]([CH:9]2[NH:10][CH2:11][CH2:12][c:13]3[s:14][cH:15][cH:16][c:17]32)[cH:7][cH:8]1)[CH3:18].